Dataset: the Open Reaction Database (ORD), a public repository of structured organic reaction records. Task: describe an organic reaction: reactants, conditions, products, and yield Reactants: [Br-], C[Mg+], CCCCCC, CCOCC, N#Cc1ccnc(F)c1. Product: CC(=O)c1ccnc(F)c1. As a reaction SMILES: [Br-:10].[CH3:11][Mg+:12].[CH3:13][CH2:14][CH2:15][CH2:16][CH2:17][CH3:18].[CH3:19][CH2:20][O:21][CH2:22][CH3:23].[F:1][c:2]1[cH:3][c:4]([C:5]#[N:6])[cH:7][cH:8][n:9]1>>[F:1][c:2]1[cH:3][c:4]([C:22](=[O:21])[CH3:23])[cH:7][cH:8][n:9]1. The reactants are BrCCCOC=1C=C2CCC(NC2=CC1)=O (6-(3-bromo-propoxy)-3,4-dihydro-carbostyril), C(C1=CC=CC=C1)S (benzyl-mercaptan). The product is C(C1=CC=CC=C1)SCCCOC=1C=C2CCC(NC2=CC1)=O (6-(3-Benzylmercapto-propoxy)-3,4-dihydro-carbostyril). As a reaction SMILES: Br[CH2:2][CH2:3][CH2:4][O:5][C:6]1[CH:7]=[C:8]2[C:13](=[CH:14][CH:15]=1)[NH:12][C:11](=[O:16])[CH2:10][CH2:9]2.[CH2:17]([SH:24])[C:18]1[CH:23]=[CH:22][CH:21]=[CH:20][CH:19]=1>>[CH2:17]([S:24][CH2:2][CH2:3][CH2:4][O:5][C:6]1[CH:7]=[C:8]2[C:13](=[CH:14][CH:15]=1)[NH:12][C:11](=[O:16])[CH2:10][CH2:9]2)[C:18]1[CH:23]=[CH:22][CH:21]=[CH:20][CH:19]=1. Procedure: Prepared analogous to Example 122 from 6-(3-bromo-propoxy)-3,4-dihydro-carbostyril (m.p.: 142°-147° C.) and benzyl-mercaptan. Reactants: Cl.C(C)N1[C@@H](CCC1)C(=O)OC (methyl (S)- 1-ethyl-2-pyrrolidinecarboxylate hydrochloride), [C-]#N.[Na+] (NaCN). Solvent: N (NH3), CO (MeOH). The product is C(C)N1[C@@H](CCC1)C(=O)N ((-)-(S)-1-Ethyl-2-pyrrolidinecarboxamide). The yield is 632.9%. Reaction SMILES: Cl.[CH2:2]([N:4]1[CH2:8][CH2:7][CH2:6][C@H:5]1[C:9]([O:11]C)=O)[CH3:3].[C-]#[N:14].[Na+]>N.CO>[CH2:2]([N:4]1[CH2:8][CH2:7][CH2:6][C@H:5]1[C:9]([NH2:14])=[O:11])[CH3:3] |f:0.1,2.3|. Procedure details: Crude methyl (S)- 1-ethyl-2-pyrrolidinecarboxylate hydrochloride (2.1 g, 0.01 mol; Example 6A) and NaCN (50 mg, 0.001 mol) in 30 ml 9M NH3 in MeOH was heated to 45° C. in a sealed glass flask for 2 days. GLC showed a conversion of 95% and usual work-up afforded 0.9 g (63%) of the title compound. Starting materials: C(C)(=O)OC(C(CC1=CC(=C(C=C1)OC)OC)[N+](=O)[O-])CCC(C1=CC(=C(C=C1)OC)OC)(C(C)C)C#N (O-acetyl-1-(3,4-dimethoxyphenyl)-2-nitro-6-cyano-6-(prop-2-yl)-6-(3,4-dimethoxyphenyl)hexan-3-ol), [BH4-].[Na+] (NaBH4). Run in CC(C)O (2-propanol). Yields the product COC=1C=C(C=CC1OC)CC(CCCC(C1=CC(=C(C=C1)OC)OC)(C(C)C)C#N)[N+](=O)[O-] (1-(3,4-dimethoxyphenyl)-2-nitro-6-cyano-6-(prop-2-yl)-6-(3,4-dimethoxyphenyl)hexane). As a reaction SMILES: C(O[CH:5]([CH2:21][CH2:22][C:23]([C:37]#[N:38])([CH:34]([CH3:36])[CH3:35])[C:24]1[CH:29]=[CH:28][C:27]([O:30][CH3:31])=[C:26]([O:32][CH3:33])[CH:25]=1)[CH:6]([N+:18]([O-:20])=[O:19])[CH2:7][C:8]1[CH:13]=[CH:12][C:11]([O:14][CH3:15])=[C:10]([O:16][CH3:17])[CH:9]=1)(=O)C.[BH4-].[Na+]>CC(O)C>[CH3:17][O:16][C:10]1[CH:9]=[C:8]([CH2:7][CH:6]([N+:18]([O-:20])=[O:19])[CH2:5][CH2:21][CH2:22][C:23]([C:37]#[N:38])([CH:34]([CH3:36])[CH3:35])[C:24]2[CH:29]=[CH:28][C:27]([O:30][CH3:31])=[C:26]([O:32][CH3:33])[CH:25]=2)[CH:13]=[CH:12][C:11]=1[O:14][CH3:15] |f:1.2|. Reported procedure: The resulting nitrohexanol acetate of formula 9 is then reduced using a boron-based reducing agent, e.g., sodium borohydride, in a 2° or 3° alkanol at 25°-80° C. for 3-15 hours to produce a nitrohexane derivative of formula 10 (step 8). For example, O-acetyl-1-(3,4-dimethoxyphenyl)-2-nitro-6-cyano-6-(i-propyl)-6-(3,4-dimethoxyphenyl)hexan-3-ol (9) is heated with NaBH4 in 2-propanol at reflux for 3-15 hours to yield 1-(3,4-dimethoxyphenyl)-2-nitro-6-cyano-6-(prop-2-yl)-6-(3,4-dimethoxyphenyl)hexa... The reactants are O=C1CCC(N2Cc3c(OCc4ccc(CBr)cc4)cccc3C2=O)C(=O)N1, CCN(C(C)C)C(C)C, CC#N, FC(F)(F)c1c[nH]cn1. The product is O=C1CCC(N2Cc3c(OCc4ccc(Cn5cnc(C(F)(F)F)c5)cc4)cccc3C2=O)C(=O)N1. Reaction SMILES: [Br:1][CH2:2][c:3]1[cH:4][cH:5][c:6]([CH2:7][O:8][c:9]2[c:10]3[c:14]([cH:15][cH:16][cH:17]2)[C:13](=[O:18])[N:12]([CH:19]2[C:20](=[O:26])[NH:21][C:22](=[O:25])[CH2:23][CH2:24]2)[CH2:11]3)[cH:27][cH:28]1.[CH2:38]([N:39]([CH:40]([CH3:41])[CH3:42])[CH:43]([CH3:44])[CH3:45])[CH3:46].[CH3:47][C:48]#[N:49].[F:29][C:30]([c:31]1[n:32][cH:33][nH:34][cH:35]1)([F:36])[F:37]>>[CH2:2]([c:3]1[cH:4][cH:5][c:6]([CH2:7][O:8][c:9]2[c:10]3[c:14]([cH:15][cH:16][cH:17]2)[C:13](=[O:18])[N:12]([CH:19]2[C:20](=[O:26])[NH:21][C:22](=[O:25])[CH2:23][CH2:24]2)[CH2:11]3)[cH:27][cH:28]1)[n:34]1[cH:33][n:32][c:31]([C:30]([F:29])([F:36])[F:37])[cH:35]1. Reactants: [Li+].[BH4-] (LiBH4), C(C)OC(CC=1C=NC(=CC1)N1N=NN=C1)=O (ethyl[6-(1H-tetrazol-1-yl)pyridin-3-yl]acetate), O (Water). Run in C1CCOC1 (THF). Run at time 12 hour. Product: N1(N=NN=C1)C1=CC=C(C=N1)CCO (2-[6-(1H-tetrazol-1-yl)pyridin-3-yl]ethanol). Reaction SMILES: [Li+].[BH4-].C([O:5][C:6](=O)[CH2:7][C:8]1[CH:9]=[N:10][C:11]([N:14]2[CH:18]=[N:17][N:16]=[N:15]2)=[CH:12][CH:13]=1)C.O>C1COCC1>[N:14]1([C:11]2[N:10]=[CH:9][C:8]([CH2:7][CH2:6][OH:5])=[CH:13][CH:12]=2)[CH:18]=[N:17][N:16]=[N:15]1 |f:0.1|. Reported procedure: LiBH4 (0.48 mL, 0.96 mmol, 2 M in THF) was added to a stirred solution of ethyl[6-(1H-tetrazol-1-yl)pyridin-3-yl]acetate (0.150 g, 0.64 mmol) in THF (20 ml) at 0° C. The resulting solution was stirred for 12 h. Water (5 ml) was added, and the resulting solution was extracted with dichloromethane (2×50 ml). The combined organic layers were dried over MgSO4, filtered, and evaporated under reduced pressure to yield the product after flash chromatography (eluted with 10-50% ethyl acetate in hexanes)...